Dataset: the Open Reaction Database (ORD), a public repository of structured organic reaction records. Task: describe an organic reaction: reactants, conditions, products, and yield Starting materials: C1(=CC=CC=C1O)C (ortho cresol), ClCCl (dichloromethane), ClC(C)(CC(CC)(C)Cl)C (2,4-dichloro-2,4-dimethylhexane), [Cl-].[Al+3].[Cl-].[Cl-] (aluminum chloride). Run in O (water). Run at temperature 5 celsius, time 2 hour. The product is CC=1C(=CC=2C(CCC(C2C1)(C)C)(C)C)O (3-methyl-5,6,7,8-tetrahydro-5,5,8,8-tetramethyl-2-naphthol). The yield is 93.0%. As a reaction SMILES: [C:1]1([CH3:8])[C:6]([OH:7])=[CH:5][CH:4]=[CH:3][CH:2]=1.Cl[CH2:10]Cl.Cl[C:13]([CH3:21])([CH2:15][C:16](Cl)(C)[CH2:17][CH3:18])[CH3:14].[Cl-].[Al+3].[Cl-].[Cl-]>O>[CH3:8][C:1]1[C:6]([OH:7])=[CH:5][C:4]2[C:13]([CH3:14])([CH3:21])[CH2:15][CH2:16][C:17]([CH3:18])([CH3:10])[C:3]=2[CH:2]=1 |f:3.4.5.6|. Procedure: Into a round bottom flask there are introduced 10.8 g (100 mmoles) of ortho cresol, 100 ml of dichloromethane (CH2Cl2) and 18.3 g (100 mmoles) of 2,4-dichloro-2,4-dimethylhexane. The reaction mixture is cooled to 5° C. and there are added, in small quantities, 6.6 g (50 mmoles) of aluminum chloride. The temperature is permitted to rise to 20° C. The reaction mixture is stirred for 2 hours and it is then poured into 200 ml of water. The organic phase is decanted, dried on magnesium sulfate (MgSO4... Reactants: CC(CC(C)=O)=O (2,4-pentanedione), C(C)(=O)O (acetic acid), N1CCCCC1 (piperidine), CC1=C(N=C(O1)C1=CC=CC=C1)CCOC1=CC=C(C=O)C=C1 (4-[2-(5-methyl-2-phenyl-4-oxazolyl)ethoxy]benzaldehyde). The solvent is C1(=CC=CC=C1)C (toluene). Product: CC1=C(N=C(O1)C1=CC=CC=C1)CCOC1=CC=C(C=C(C(C)=O)C(C)=O)C=C1 (3-[4-[2-(5-Methyl-2-phenyl-4-oxazolyl)ethoxy]benzylidene]pentane-2,4-dione). Isolated yield 59.1%. RXN SMILES: [CH3:1][C:2]1[O:6][C:5]([C:7]2[CH:12]=[CH:11][CH:10]=[CH:9][CH:8]=2)=[N:4][C:3]=1[CH2:13][CH2:14][O:15][C:16]1[CH:23]=[CH:22][C:19]([CH:20]=O)=[CH:18][CH:17]=1.[CH3:24][C:25](=[O:30])[CH2:26][C:27](=[O:29])[CH3:28].C(O)(=O)C.N1CCCCC1>C1(C)C=CC=CC=1>[CH3:1][C:2]1[O:6][C:5]([C:7]2[CH:12]=[CH:11][CH:10]=[CH:9][CH:8]=2)=[N:4][C:3]=1[CH2:13][CH2:14][O:15][C:16]1[CH:23]=[CH:22][C:19]([CH:20]=[C:26]([C:25](=[O:30])[CH3:24])[C:27](=[O:29])[CH3:28])=[CH:18][CH:17]=1. Reported procedure: To a solution of 4-[2-(5-methyl-2-phenyl-4-oxazolyl)ethoxy]benzaldehyde (3.07 g, 10 mmol) synthesized according to the method described in WO95/18125 in toluene (40 ml) were added 2,4-pentanedione (1.2 g, 12 mmol), acetic acid (300 mg) and piperidine (425 mg). While removing water through Dean-Stark trap, the mixture was refluxed under heating. Five hours later, toluene was evaporated under reduced pressure, and the obtained residue was purified by silica gel column chromatography (developing so... The reactants are CC(=O)NCC1CN(c2ccc(N3CCC(O)(C#N)CC3)c(F)c2)C(=O)O1, O=S(=O)(O)O. The product is CC(=O)NCC1CN(c2ccc(N3CCC(O)(C(N)=O)CC3)c(F)c2)C(=O)O1. RXN SMILES: [C:1](#[N:2])[C:3]1([OH:27])[CH2:4][CH2:5][N:6]([c:9]2[c:10]([F:26])[cH:11][c:12]([N:15]3[C:16](=[O:25])[O:17][CH:18]([CH2:20][NH:21][C:22]([CH3:23])=[O:24])[CH2:19]3)[cH:13][cH:14]2)[CH2:7][CH2:8]1.[S:28]([OH:29])(=[O:30])(=[O:31])[OH:32]>>[C:1]([NH2:2])([C:3]1([OH:27])[CH2:4][CH2:5][N:6]([c:9]2[c:10]([F:26])[cH:11][c:12]([N:15]3[C:16](=[O:25])[O:17][CH:18]([CH2:20][NH:21][C:22]([CH3:23])=[O:24])[CH2:19]3)[cH:13][cH:14]2)[CH2:7][CH2:8]1)=[O:29]. The reactants are CC(=O)OCC1COc2c(C=O)cc(Cl)c(Cl)c2O1, CC(C)=O. Product: CC(=O)OCC1COc2c(C(=O)O)cc(Cl)c(Cl)c2O1. As a reaction SMILES: [C:1]([CH3:2])(=[O:3])[O:4][CH2:5][CH:6]1[CH2:7][O:8][c:9]2[c:10]([c:12]([Cl:19])[c:13]([Cl:18])[cH:14][c:15]2[CH:16]=[O:17])[O:11]1.[CH3:20][C:21]([CH3:22])=[O:23]>>[C:1]([CH3:2])(=[O:3])[O:4][CH2:5][CH:6]1[CH2:7][O:8][c:9]2[c:10]([c:12]([Cl:19])[c:13]([Cl:18])[cH:14][c:15]2[C:16](=[O:17])[OH:23])[O:11]1.